This data is from the Open Reaction Database (ORD), a public repository of structured organic reaction records. The task is: describe an organic reaction: reactants, conditions, products, and yield The reactants are C(C)(=O)[O-].[Na+] (sodium acetate), Cl.NO (hydroxylamine hydrochloride), OC1=C(C=O)C=C(C=C1)C(=O)OC (2-hydroxy-5-methoxycarbonylbenzaldehyde). The solvent is O (water), CO (methanol). Run at temperature 25 celsius, time 2 hour. Product: OC1=C(C=NO)C=C(C=C1)C(=O)OC (2-Hydroxy-5-methoxycarbonyl-benzaldehyde oxime). Yield: 80.2%. RXN SMILES: C([O-])(=O)C.[Na+].Cl.[NH2:7][OH:8].[OH:9][C:10]1[CH:17]=[CH:16][C:15]([C:18]([O:20][CH3:21])=[O:19])=[CH:14][C:11]=1[CH:12]=O>O.CO>[OH:9][C:10]1[CH:17]=[CH:16][C:15]([C:18]([O:20][CH3:21])=[O:19])=[CH:14][C:11]=1[CH:12]=[N:7][OH:8] |f:0.1,2.3|. Reported procedure: A solution of 68.0 g (0.83 mol) of sodium acetate and 68.0 g (0.98 mol) of hydroxylamine hydrochloride in 300 ml of water is added dropwise to a solution of 80.5 g (0.45 mol) of 2-hydroxy-5-methoxycarbonylbenzaldehyde in 300 ml of methanol and the mixture is stirred at 25° C. for 2 hours. The product which has precipitated is filtered off with suction, washed with water and dried in vacuo over phosphorus pentoxide to give 70.4 g of the title compound. Starting materials: BrC1=CC2=C(N(C(C3=C(N=CC=C23)C)=O)C)C=C1OC[C@H](CC(C)C)NC(OC(C)(C)C)=O ((S)-tert-butyl (1-((9-bromo-4,6-dimethyl-5-oxo-5,6-dihydrobenzo[c][2,7]naphthyridin-8-yl)oxy)-4-methylpentan-2-yl)carbamate), N1N=CC=C1 (1H-pyrazole), CNCCNC (N1,N2-dimethylethane-1,2-diamine), P(=O)([O-])([O-])[O-].[K+].[K+].[K+] (potassium phosphate). The reagents and catalysts are [Cu]I (copper(I) iodide). The solvent is O1CCOCC1 (1,4-dioxane), CN(C)C=O (DMF). Reaction conditions: temperature 170 celsius. Yields the product CC=1N=CC=C2C3=C(N(C(C12)=O)C)C=C(C(=C3)N3N=CC=C3)OC[C@H](CC(C)C)NC(OC(C)(C)C)=O ((S)-tert-butyl 1-(4,6-dimethyl-5-oxo-9-(1H-pyrazol-1-yl)-5,6-dihydrobenzo[c][2,7]naphthyridin-8-yloxy)-4-methylpentan-2-ylcarbamate). The yield is 29.2%. RXN SMILES: Br[C:2]1[C:18]([O:19][CH2:20][C@@H:21]([NH:26][C:27](=[O:33])[O:28][C:29]([CH3:32])([CH3:31])[CH3:30])[CH2:22][CH:23]([CH3:25])[CH3:24])=[CH:17][C:5]2[N:6]([CH3:16])[C:7](=[O:15])[C:8]3[C:13]([C:4]=2[CH:3]=1)=[CH:12][CH:11]=[N:10][C:9]=3[CH3:14].[NH:34]1[CH:38]=[CH:37][CH:36]=[N:35]1.CNCCNC.P([O-])([O-])([O-])=O.[K+].[K+].[K+]>O1CCOCC1.CN(C=O)C.[Cu]I>[CH3:14][C:9]1[N:10]=[CH:11][CH:12]=[C:13]2[C:8]=1[C:7](=[O:15])[N:6]([CH3:16])[C:5]1[CH:17]=[C:18]([O:19][CH2:20][C@@H:21]([NH:26][C:27](=[O:33])[O:28][C:29]([CH3:32])([CH3:31])[CH3:30])[CH2:22][CH:23]([CH3:24])[CH3:25])[C:2]([N:34]3[CH:38]=[CH:37][CH:36]=[N:35]3)=[CH:3][C:4]2=1 |f:3.4.5.6|. Reported procedure: To the solution of (S)-tert-butyl (1-((9-bromo-4,6-dimethyl-5-oxo-5,6-dihydrobenzo[c][2,7]naphthyridin-8-yl)oxy)-4-methylpentan-2-yl)carbamate (50 mg, 0.096 mmol) and 1H-pyrazole (7.88 mg, 0.116 mmol) in 1,4-dioxane (2 mL) and DMF (0.5 mL), was added copper(I) iodide (18.37 mg, 0.096 mmol), N1,N2-dimethylethane-1,2-diamine (17.00 mg, 0.193 mmol) and potassium phosphate (61.4 mg, 0.289 mmol). The reaction mixture was degassed with nitrogen for 5 min and heated to 170° C. for 1 h in a microwave. T...